From a dataset of the Open Reaction Database (ORD), a public repository of structured organic reaction records. describe an organic reaction: reactants, conditions, products, and yield Reactants: BrC1=CC=C(C=C1)C1=C(C2=C(N=CN=C2Cl)O1)C1=CC=C(C=C1)F (6-(4-bromophenyl)-4-chloro-5-(4-fluorophenyl)furo[2,3-d]pyrimidine), COC(COC1=CC(=CC=C1)N)=O (3-aminophenoxyacetic acid methyl ester). The solvent is CS(=O)C (DMSO). Yields the product COC(COC1=CC(=CC=C1)NC=1C2=C(N=CN1)OC(=C2C2=CC=C(C=C2)F)C2=CC=C(C=C2)Br)=O (3-{[6-(4-Bromophenyl)-5-(4-fluorophenyl)furo[2,3-d]pyrimidin-4-yl]amino}phenoxyacetic acid methyl ester). The yield is 44.5%. RXN SMILES: [Br:1][C:2]1[CH:7]=[CH:6][C:5]([C:8]2[O:17][C:11]3[N:12]=[CH:13][N:14]=[C:15](Cl)[C:10]=3[C:9]=2[C:18]2[CH:23]=[CH:22][C:21]([F:24])=[CH:20][CH:19]=2)=[CH:4][CH:3]=1.[CH3:25][O:26][C:27](=[O:37])[CH2:28][O:29][C:30]1[CH:35]=[CH:34][CH:33]=[C:32]([NH2:36])[CH:31]=1>CS(C)=O>[CH3:25][O:26][C:27](=[O:37])[CH2:28][O:29][C:30]1[CH:35]=[CH:34][CH:33]=[C:32]([NH:36][C:15]2[C:10]3[C:9]([C:18]4[CH:23]=[CH:22][C:21]([F:24])=[CH:20][CH:19]=4)=[C:8]([C:5]4[CH:6]=[CH:7][C:2]([Br:1])=[CH:3][CH:4]=4)[O:17][C:11]=3[N:12]=[CH:13][N:14]=2)[CH:31]=1. Procedure details: Heat 400 mg (0.991 mmol) of 6-(4-bromophenyl)-4-chloro-5-(4-fluorophenyl)furo[2,3-d]pyrimidine (for preparation see WO 03/018589) and 215.5 mg (1.19 mmol) of 3-aminophenoxyacetic acid methyl ester to 150° C. in an oil bath for 1.5 h. After cooling, take up the residue in DMSO and filter through silica gel (eluent: dichloromethane/ethyl acetate 10:1). 242 mg of a mixture are isolated, which is purified by preparative HPLC. 120 mg (15% of theory) of the target compound are obtained as a colourless... Reactants: O=C1CCc2ccccc2C1, O=S(=O)(O)Cl. The product is O=C1CCc2ccc(S(=O)(=O)Cl)cc2C1. RXN SMILES: [CH2:6]1[C:7](=[O:16])[CH2:8][CH2:9][c:10]2[cH:11][cH:12][cH:13][cH:14][c:15]21.[Cl:1][S:2](=[O:3])(=[O:4])[OH:5]>>[Cl:1][S:2](=[O:3])(=[O:5])[c:13]1[cH:12][cH:11][c:10]2[c:15]([cH:14]1)[CH2:6][C:7](=[O:16])[CH2:8][CH2:9]2. Starting materials: C(C1=CC=CC=C1)(=O)NC1=NC(N([C@H]2C[C@H](OCN=[N+]=[N-])[C@@H](CO[Si](C)(C)C(C)(C)C)O2)C=C1C#CCNC(C(F)(F)F)=O)=O (4-N-Benzoyl-5′-O-(tert-butyldimethylsilyl)-3′-O-azidomethyl-5-[3-(2,2,2-trifluoroacetamido)-prop-1-ynyl]-2′-deoxycytidine), CCCC[N+](CCCC)(CCCC)CCCC.[F-] (TBAF). The solvent is C1CCOC1 (THF). Reaction conditions: time 2 hour. Product: C(C1=CC=CC=C1)(=O)NC1=NC(N([C@H]2C[C@H](OCN=[N+]=[N-])[C@@H](CO)O2)C=C1C#CCNC(C(F)(F)F)=O)=O (4-N-Benzoyl-3′-O-azidomethyl-5-[3-(2,2,2-trifluoroacetamido)-prop-1-ynyl]-2′-deoxycytidine). RXN SMILES: [C:1]([NH:9][C:10]1[C:34]([C:35]#[C:36][CH2:37][NH:38][C:39](=[O:44])[C:40]([F:43])([F:42])[F:41])=[CH:33][N:13]([C@@H:14]2[O:32][C@H:22]([CH2:23][O:24][Si](C(C)(C)C)(C)C)[C@@H:16]([O:17][CH2:18][N:19]=[N+:20]=[N-:21])[CH2:15]2)[C:12](=[O:45])[N:11]=1)(=[O:8])[C:2]1[CH:7]=[CH:6][CH:5]=[CH:4][CH:3]=1.CCCC[N+](CCCC)(CCCC)CCCC.[F-]>C1COCC1>[C:1]([NH:9][C:10]1[C:34]([C:35]#[C:36][CH2:37][NH:38][C:39](=[O:44])[C:40]([F:42])([F:41])[F:43])=[CH:33][N:13]([C@@H:14]2[O:32][C@H:22]([CH2:23][OH:24])[C@@H:16]([O:17][CH2:18][N:19]=[N+:20]=[N-:21])[CH2:15]2)[C:12](=[O:45])[N:11]=1)(=[O:8])[C:2]1[CH:3]=[CH:4][CH:5]=[CH:6][CH:7]=1 |f:1.2|. Procedure details: The starting material (15) (140 mg, 0.22 mmol) was dissolved in THF (7.5 ml). TBAF (1M soln. in THF, 0.25 ml) was added slowly and stirred for 2 h at room temperature. Volatile material removed under reduced pressure to yield a brown gel that was purified by flash chromatography (EtOAc:DCM 7:3) to yield the desired product (16) as a light coloured crystalline solid (0.9 g, 76%). 1H NMR (d6 DMSO): δ 2.16 (m, 1H, H-2′), 2.22 (m, 1H, H-2′), 3.70 (d, 1H, J=11.5 Hz, H-5′), 3.75 (d, 1H, J=11.3 Hz, H-5...